From a dataset of the Open Reaction Database (ORD), a public repository of structured organic reaction records. describe an organic reaction: reactants, conditions, products, and yield Reactants: Nc1ncc(Br)nc1Br, C1CCOC1, C#CC[Si](C)(C)C, CCOC(C)=O, [Cu]I. Product: C[Si](C)(C)CC#Cc1nc(Br)cnc1N. RXN SMILES: [Br:1][c:2]1[c:3]([NH2:9])[n:4][cH:5][c:6]([Br:8])[n:7]1.[CH2:17]1[O:18][CH2:19][CH2:20][CH2:21]1.[CH3:10][Si:11]([CH2:12][C:13]#[CH:14])([CH3:15])[CH3:16].[CH3:22][CH2:23][O:24][C:25]([CH3:26])=[O:27].[Cu:28][I:29]>>[c:2]1([C:14]#[C:13][CH2:12][Si:11]([CH3:10])([CH3:15])[CH3:16])[c:3]([NH2:9])[n:4][cH:5][c:6]([Br:8])[n:7]1.